From a dataset of the Open Reaction Database (ORD), a public repository of structured organic reaction records. describe an organic reaction: reactants, conditions, products, and yield Product: CC(C)(C)OC(=O)N1C(C(=O)c2c[nH]c3ccccc23)CSC1c1cccnc1. The reactants are [Al+3], [Cl-], [Cl-], [Cl-], [Cl-], O=C(Cl)C(=O)Cl, [H-], [Na+], O=S(Cl)Cl, CC(C)(C)OC(=O)N1C(C(=O)O)CSC1c1cccnc1, c1ccc2[nH]ccc2c1. As a reaction SMILES: [Al+3:36].[Cl-:22].[Cl-:35].[Cl-:37].[Cl-:38].[Cl:23][C:24]([C:25]([Cl:26])=[O:27])=[O:28].[H-:33].[Na+:34].[S:29]([Cl:30])([Cl:31])=[O:32].[n:1]1[cH:2][c:3]([CH:7]2[S:8][CH2:9][CH:10]([C:19](=[O:20])[OH:21])[N:11]2[C:12](=[O:13])[O:14][C:15]([CH3:16])([CH3:17])[CH3:18])[cH:4][cH:5][cH:6]1.[nH:39]1[cH:40][cH:41][c:42]2[cH:43][cH:44][cH:45][cH:46][c:47]12>>[n:1]1[cH:2][c:3]([CH:7]2[S:8][CH2:9][CH:10]([C:19](=[O:21])[c:41]3[cH:40][nH:39][c:47]4[c:42]3[cH:43][cH:44][cH:45][cH:46]4)[N:11]2[C:12](=[O:13])[O:14][C:15]([CH3:16])([CH3:17])[CH3:18])[cH:4][cH:5][cH:6]1. Starting materials: NC1=CC=2C(=NC(N2)=O)C=C1 (5-aminobenzimidazolone), C(C)(=O)[O-].[Na+] (sodium acetate), OC=1C(=CC2=CC=CC=C2C1)C(=O)Cl (3-hydroxy-2-naphthoyl chloride), OC=1C(=CC2=CC=CC=C2C1)C(=O)O (3-hydroxy-2-naphthoic acid). Solvent: ClC1=CC=CC=C1 (chlorobenzene), CN(C)C=O (N,N'-dimethylformamide). Reaction conditions: temperature 20 celsius, time 3 hour. Yields the product OC=1C(=CC2=CC=CC=C2C1)C(=O)NC1=CC=2C(=NC(N2)=O)C=C1 (3-hydroxy-N-benzimidazolon-5-yl-2-naphthamide). The yield is 82.1%. Reaction SMILES: [NH2:1][C:2]1[CH:11]=[CH:10][C:5]2=[N:6][C:7](=[O:9])[N:8]=[C:4]2[CH:3]=1.C([O-])(=O)C.[Na+].[OH:17][C:18]1[C:19]([C:28](Cl)=[O:29])=[CH:20][C:21]2[C:26]([CH:27]=1)=[CH:25][CH:24]=[CH:23][CH:22]=2.OC1C(C(O)=O)=CC2C(C=1)=CC=CC=2>ClC1C=CC=CC=1.CN(C=O)C>[OH:17][C:18]1[C:19]([C:28]([NH:1][C:2]2[CH:11]=[CH:10][C:5]3=[N:6][C:7](=[O:9])[N:8]=[C:4]3[CH:3]=2)=[O:29])=[CH:20][C:21]2[C:26]([CH:27]=1)=[CH:25][CH:24]=[CH:23][CH:22]=2 |f:1.2|. Reported procedure: 75.0 g (0.5 mol) of 5-aminobenzimidazolone and 41 g of anhydrous sodium acetate are initially introduced into 700 ml of N,N'-dimethylformamide and 776.8 g of 3-hydroxy-2-naphthoyl chloride (from 99.0 g (0.52 mol) of 3-hydroxy-2-naphthoic acid) in chlorobenzene are metered in at 5°-10° C. in the course of 30 min. After addition is complete, the mixture is subsequently stirred at 20° C. for 3 h, warmed to 50° C. and filtered. The filter cake does not filter off with suction very well (suction time... Reactants: CC1=C(C=CC(=C1)[N+](=O)[O-])N=C1NC2(CS1)CCCC2 (2-(2-methyl-4-nitrophenylimino)-3-thia-1-azaspiro[4.4]nonane), BrCC1CCCCC1 (bromomethylcyclohexane), [OH-].[Na+] (NaOH). Solvent: CN(C)C=O (DMF). Conditions: temperature 45 celsius, time 2 day. Product: C1(CCCCC1)CN1C(SCC12CCCC2)=NC2=C(C=C(C=C2)[N+](=O)[O-])C (1-(cyclohexylmethyl)-2-(2-methyl-4-nitrophenylimino)-3-thia-1-azaspiro[4.4]nonane). The yield is 32.0%. Reaction SMILES: [CH3:1][C:2]1[CH:7]=[C:6]([N+:8]([O-:10])=[O:9])[CH:5]=[CH:4][C:3]=1[N:11]=[C:12]1[S:16][CH2:15][C:14]2([CH2:20][CH2:19][CH2:18][CH2:17]2)[NH:13]1.Br[CH2:22][CH:23]1[CH2:28][CH2:27][CH2:26][CH2:25][CH2:24]1.[OH-].[Na+]>CN(C=O)C>[CH:23]1([CH2:22][N:13]2[C:14]3([CH2:17][CH2:18][CH2:19][CH2:20]3)[CH2:15][S:16][C:12]2=[N:11][C:3]2[CH:4]=[CH:5][C:6]([N+:8]([O-:10])=[O:9])=[CH:7][C:2]=2[CH3:1])[CH2:28][CH2:27][CH2:26][CH2:25][CH2:24]1 |f:2.3|. Reported procedure: To a solution of 2-(2-methyl-4-nitrophenylimino)-3-thia-1-azaspiro[4.4]nonane (Method C2a; 0.10g, 0.3432 mmol) and bromomethylcyclohexane (1.00 mL) in DMF (1.00 mL) was added NaOH (approx. 0.13 g). The resulting mixture was stirred at 45° C. for 2 d during which it turned from deep red to bright orange. The reaction mixture was then cooled to room temp., filtered and concentrated under reduced pressure. The residual oil was purified by chromatography (SiO2; 5% EtOAc/hex) to afford 1-(cyclohexylm... Starting materials: CCOC(=O)c1cc2cc(F)c(F)cc2nc1N(C)CCC#N, CC(=O)O, C1CCOC1. Yields the product CN1CC(C#N)C(=O)c2cc3cc(F)c(F)cc3nc21. RXN SMILES: [CH2:1]([O:2][C:4](=[O:5])[c:6]1[c:7]([N:18]([CH2:19][CH2:20][C:21]#[N:22])[CH3:23])[n:8][c:9]2[cH:10][c:11]([F:17])[c:12]([F:16])[cH:13][c:14]2[cH:15]1)[CH3:3].[CH3:24][C:25](=[O:26])[OH:27].[O:28]1[CH2:29][CH2:30][CH2:31][CH2:32]1>>[C:4]1(=[O:5])[c:6]2[c:7]([n:8][c:9]3[cH:10][c:11]([F:17])[c:12]([F:16])[cH:13][c:14]3[cH:15]2)[N:18]([CH3:23])[CH2:19][CH:20]1[C:21]#[N:22]. Starting materials: C(C)(C)(C)OC(NC1=C(C=C(C=C1)C(F)(F)F)N)=O ((2-amino-4-trifluoromethyl-phenyl)-carbamic acid tert-butyl ester), C(C)(C)(C)OC(CC(=O)C1=CC(=CC=C1)C=1C=NC(=CC1)C(C)C)=O (3-[3-(6-isopropyl-pyridin-3-yl)-phenyl]-3-oxo-propionic acid tert-butyl ester). Product: C(C)(C)(C)OC(NC1=C(C=C(C=C1)C(F)(F)F)NC(CC(=O)C1=CC(=CC=C1)C=1C=NC(=CC1)C(C)C)=O)=O ((2-{3-[3-(6-Isopropyl-pyridin-3-yl)-phenyl]-3-oxo-propionylamino}-4-trifluoromethyl-phenyl)-carbamic acid tert-butyl ester). RXN SMILES: [C:1]([O:5][C:6](=[O:19])[NH:7][C:8]1[CH:13]=[CH:12][C:11]([C:14]([F:17])([F:16])[F:15])=[CH:10][C:9]=1[NH2:18])([CH3:4])([CH3:3])[CH3:2].C([O:24][C:25](=O)[CH2:26][C:27]([C:29]1[CH:34]=[CH:33][CH:32]=[C:31]([C:35]2[CH:36]=[N:37][C:38]([CH:41]([CH3:43])[CH3:42])=[CH:39][CH:40]=2)[CH:30]=1)=[O:28])(C)(C)C>>[C:1]([O:5][C:6](=[O:19])[NH:7][C:8]1[CH:13]=[CH:12][C:11]([C:14]([F:17])([F:16])[F:15])=[CH:10][C:9]=1[NH:18][C:25](=[O:24])[CH2:26][C:27]([C:29]1[CH:34]=[CH:33][CH:32]=[C:31]([C:35]2[CH:36]=[N:37][C:38]([CH:41]([CH3:42])[CH3:43])=[CH:39][CH:40]=2)[CH:30]=1)=[O:28])([CH3:4])([CH3:2])[CH3:3]. Reported procedure: The title compound was prepared from (2-amino-4-trifluoromethyl-phenyl)-carbamic acid tert-butyl ester (Example J3) (207 mg, 0.75 mmol) and 3-[3-(6-isopropyl-pyridin-3-yl)-phenyl]-3-oxo-propionic acid tert-butyl ester (Example K22) (255 mg, 0.75 mmol) according to the general procedure M. Obtained as an amorphous brown substance (266 mg, 65%). The reactants are C(#N)[S-].[Na+] (sodium rhodanide), ClC(C(C)=O)CCCl (3,5-dichloro-2-pentanone), [Cl-].[Na+] (sodium chloride). Solvent: O (water), C(C)(=O)OCCCC (butyl acetate). Conditions: temperature 10 celsius. The product is ClC=1SC(=C(N1)C)CCCl (2-chloro-4-methyl-5-(2-chloroethyl)-thiazole). The yield is 66.0%. Reaction SMILES: [C:1]([S-:3])#[N:2].[Na+].Cl[CH:6]([CH2:10][CH2:11][Cl:12])[C:7](=O)[CH3:8].[Cl-:13].[Na+]>C(OCCCC)(=O)C.O>[Cl:13][C:1]1[S:3][C:6]([CH2:10][CH2:11][Cl:12])=[C:7]([CH3:8])[N:2]=1 |f:0.1,3.4|. Procedure: 83 g (1.024 moles) of sodium rhodanide are added to a solution of 155.5 g (1 mole) of 3,5-dichloro-2-pentanone in 1 litre of butyl acetate. The suspension is stirred for 4 hours in hot water bath. After cooling the sodium chloride formed is filtered off and the filtrate is washed 3 times with water and dried over sodium sulfate. After filtering off the drying agent the light red-brown filtrate is cooled under 10° C. by icy water and saturated with gaseous hydrochloric acid under stirring, keepin...